From a dataset of the Open Reaction Database (ORD), a public repository of structured organic reaction records. describe an organic reaction: reactants, conditions, products, and yield Reactants: ClCC1=NN=C2N1C1=C(C(=NC2)C2=C(C=CC=C2)Cl)C=CC=C1 (1-(chloromethyl)-6-(o-chlorophenyl)-4H-s-triazolo[4,3-a][1,4]benzodiazepine), [I-].[K+] (potassium iodide), C(C=C)N (allylamine). As a reaction SMILES: Cl[CH2:2][C:3]1[N:7]2[C:8]3[CH:23]=[CH:22][CH:21]=[CH:20][C:9]=3[C:10]([C:13]3[CH:18]=[CH:17][CH:16]=[CH:15][C:14]=3[Cl:19])=[N:11][CH2:12][C:6]2=[N:5][N:4]=1.[I-].[K+].[CH2:26]([NH2:29])[CH:27]=[CH2:28]>O1CCCC1>[CH2:26]([NH:29][CH2:2][C:3]1[N:7]2[C:8]3[CH:23]=[CH:22][CH:21]=[CH:20][C:9]=3[C:10]([C:13]3[CH:18]=[CH:17][CH:16]=[CH:15][C:14]=3[Cl:19])=[N:11][CH2:12][C:6]2=[N:5][N:4]=1)[CH:27]=[CH2:28] |f:1.2|. Run in O1CCCC1 (tetrahydrofuran). The product is C(C=C)NCC1=NN=C2N1C1=C(C(=NC2)C2=C(C=CC=C2)Cl)C=CC=C1 (1-[(allylamino)methyl]-6-(o-chlorophenyl)-4H-s-triazolo[4,3-a][1,4]benzodiazepine). Reported procedure: In the manner given in Example 31, 1-(chloromethyl)-6-(o-chlorophenyl)-4H-s-triazolo[4,3-a][1,4]benzodiazepine, potassium iodide and allylamine in tetrahydrofuran are reacted to give 1-[(allylamino)methyl]-6-(o-chlorophenyl)-4H-s-triazolo[4,3-a][1,4]benzodiazepine. Reactants: C(C)OC(CN1C([C@H]2CCCC[C@H]2C1)=O)=O (cis-octahydro-1-oxo-2H-isoindole-2acetic acid ethyl ester), N (ammonia). Run in CO (methanol). Conditions: time 18 hour. Product: O=C1N(C[C@@H]2CCCC[C@H]12)CC(=O)N (cis-octahydro-1-oxo-2H-isoindole-2-acetic acid amide). Reaction SMILES: C([O:3][C:4](=O)[CH2:5][N:6]1[CH2:14][C@H:13]2[C@H:8]([CH2:9][CH2:10][CH2:11][CH2:12]2)[C:7]1=[O:15])C.[NH3:17]>CO>[O:15]=[C:7]1[C@@H:8]2[C@@H:13]([CH2:12][CH2:11][CH2:10][CH2:9]2)[CH2:14][N:6]1[CH2:5][C:4]([NH2:17])=[O:3]. Reported procedure: A solution of cis-octahydro-1-oxo-2H-isoindole-2acetic acid ethyl ester (17.79 g, 0.079 mole) in methanol (100 ml) is saturated with anhydrous ammonia and the solution is stirred 18 hours at room temperature. The solution is concentrated at reduced pressure to yield a gummy solid. Recrystallization from acetonitrile yields pure cis-octahydro-1-oxo-2H-isoindole-2-acetic acid amide, with mp 142°-144° C. The reactants are C1(CCCCC1)CN1C=NC(=C1C=1SC=2N=CN=C(C2N1)SC)C1=CC=CC=C1 (2-[1-(cyclohexylmethyl)-4-phenyl-1H-imidazol-5-yl]-7-(methylthio)[1,3]-thiazolo[5,4-d]pyrimidine), N (NH3), Solid, C1(CCCCC1)CN1C=NC(=C1C=1SC=2N=CN=C(C2N1)SC)C1=CC=CC=C1 (2-[1-(cyclohexylmethyl)-4-phenyl-1H-imidazol-5-yl]-7-(methylthio)[1,3]-thiazolo[5,4-d]pyrimidine), C(C)N1C=NC(=C1C1=CC2=C(N=CN=C2SC)S1)C1=CC=CC=C1 (6-(1-ethyl-4-phenyl-1H-imidazol-5-yl)-4-(methylthio)thieno[2,3-d]pyrimidine). The product is C1(CCCCC1)CN1C=NC(=C1C=1SC=2N=CN=C(C2N1)N)C1=CC=CC=C1 (2-[1-(Cyclohexylmethyl)-4-phenyl-1H-imidazol-5-yl][1,3]thiazolo[5,4-d]pyrimidin-7-amine). RXN SMILES: [CH:1]1([CH2:7][N:8]2[C:12]([C:13]3[S:14][C:15]4[N:16]=[CH:17][N:18]=[C:19](SC)[C:20]=4[N:21]=3)=[C:11]([C:24]3[CH:29]=[CH:28][CH:27]=[CH:26][CH:25]=3)[N:10]=[CH:9]2)[CH2:6][CH2:5][CH2:4][CH2:3][CH2:2]1.C([N:32]1C(C2SC3N=CN=C(SC)C=3C=2)=C(C2C=CC=CC=2)N=C1)C.N>>[CH:1]1([CH2:7][N:8]2[C:12]([C:13]3[S:14][C:15]4[N:16]=[CH:17][N:18]=[C:19]([NH2:32])[C:20]=4[N:21]=3)=[C:11]([C:24]3[CH:25]=[CH:26][CH:27]=[CH:28][CH:29]=3)[N:10]=[CH:9]2)[CH2:6][CH2:5][CH2:4][CH2:3][CH2:2]1. Procedure details: The title compound was prepared by a similar process to that described for Example 56 but using 2-[1-(cyclohexylmethyl)-4-phenyl-1H-imidazol-5-yl]-7-(methylthio)[1,3]-thiazolo[5,4-d]pyrimidine (Intermediate 79) in place of 6-(1-ethyl-4-phenyl-1H-imidazol-5-yl)-4-(methylthio)thieno[2,3-d]pyrimidine (Intermediate 70) and using NH3 gas in place of NH3 solution (0.5 M in dioxane). Solid (160 mg, 25%);